From a dataset of the Open Reaction Database (ORD), a public repository of structured organic reaction records. describe an organic reaction: reactants, conditions, products, and yield The reactants are CC(=O)CCCBr, ClC(Cl)Cl, [Na+], [Na+], O=C([O-])[O-], c1ccc2c(c1)CCc1ccccc1C2=C1CCNCC1. Product: CC(=O)CCCN1CCC(=C2c3ccccc3CCc3ccccc32)CC1. RXN SMILES: [Br:28][CH2:29][CH2:30][CH2:31][C:32]([CH3:33])=[O:34].[CH:35]([Cl:36])([Cl:37])[Cl:38].[Na+:1].[Na+:2].[O-:3][C:4](=[O:5])[O-:6].[cH:7]1[cH:8][cH:9][cH:10][c:11]2[c:17]1[CH2:16][CH2:15][c:14]1[c:13]([cH:21][cH:20][cH:19][cH:18]1)[C:12]2=[C:22]1[CH2:23][CH2:24][NH:25][CH2:26][CH2:27]1>>[cH:7]1[cH:8][cH:9][cH:10][c:11]2[c:17]1[CH2:16][CH2:15][c:14]1[c:13]([cH:21][cH:20][cH:19][cH:18]1)[C:12]2=[C:22]1[CH2:23][CH2:24][N:25]([CH2:29][CH2:30][CH2:31][C:32]([CH3:33])=[O:34])[CH2:26][CH2:27]1. Starting materials: C(#N)C1=CC2=C(N(C=N2)C2=CC(=CC=C2)I)C=C1 (5-cyano-1-(3-iodophenyl)benzimidazole), C(CCC)[Sn](C=1SC=CN1)(CCCC)CCCC (2-(Tributylstannyl)thiazole). The reagents and catalysts are Cl[Pd]([P](C1=CC=CC=C1)(C2=CC=CC=C2)C3=CC=CC=C3)([P](C4=CC=CC=C4)(C5=CC=CC=C5)C6=CC=CC=C6)Cl ((PPh3)2PdCl2). Yields the product C(#N)C1=CC2=C(N(C=N2)C2=CC(=CC=C2)C=2SC=CN2)C=C1 (5-cyano-1-(3-(2-thiazolyl)phenyl)benzimidazole). Yield: 84.1%. As a reaction SMILES: [C:1]([C:3]1[CH:18]=[CH:17][C:6]2[N:7]([C:10]3[CH:15]=[CH:14][CH:13]=[C:12](I)[CH:11]=3)[CH:8]=[N:9][C:5]=2[CH:4]=1)#[N:2].C([Sn](CCCC)(CCCC)[C:24]1[S:25][CH:26]=[CH:27][N:28]=1)CCC>Cl[Pd](Cl)([P](C1C=CC=CC=1)(C1C=CC=CC=1)C1C=CC=CC=1)[P](C1C=CC=CC=1)(C1C=CC=CC=1)C1C=CC=CC=1>[C:1]([C:3]1[CH:18]=[CH:17][C:6]2[N:7]([C:10]3[CH:15]=[CH:14][CH:13]=[C:12]([C:24]4[S:25][CH:26]=[CH:27][N:28]=4)[CH:11]=3)[CH:8]=[N:9][C:5]=2[CH:4]=1)#[N:2] |^1:39,58|. Procedure: 5-Cyano-1-(3-(2-thiazolyl)phenyl)benzimidazole (54) was synthesized as described in Example 18 but using 5-cyano-1-(3-iodophenyl)benzimidazole (2.0 g, 5.9 mmol) instead of (52), (PPh3)2PdCl2 (100 mg, 0.14 mmol) and (50) (3.6 g, 9.7 mmol). The reaction gave 5-cyano-1-(3-(2-thiazolyl)phenyl)benzimidazole (1.5 g, 86%). Procedure details: To a solution of methyl 3-(isopropylthio)-4′-[2-methyl-2-[(trifluoroacetyl)amino]propyl]-4-biphenylcarboxylate (810 mg) in ethanol was added sodium hydroxide aqueous solution (1M, 9 ml) at room temperature and stirred under reflux for 4 hours. The resultant mixture was evaporated. The residue was dissolved with hydrogen chloride solution in ethanol (5.5M, 12 ml) and stirred at room temperature overnight. The resultant mixture was evaporated and dried to give ethyl 4′-(2-amino-2-methylpropyl)-3-(... Product: NC(CC1=CC=C(C=C1)C1=CC(=C(C=C1)C(=O)OCC)SC(C)C)(C)C (ethyl 4′-(2-amino-2-methylpropyl)-3-(isopropylthio)-4-biphenylcarboxylate). Starting materials: C(C)(C)SC=1C=C(C=CC1C(=O)OC)C1=CC=C(C=C1)CC(C)(NC(C(F)(F)F)=O)C (methyl 3-(isopropylthio)-4′-[2-methyl-2-[(trifluoroacetyl)amino]propyl]-4-biphenylcarboxylate), [OH-].[Na+] (sodium hydroxide), C(C)O (ethanol). As a reaction SMILES: [CH:1]([S:4][C:5]1[CH:6]=[C:7]([C:15]2[CH:20]=[CH:19][C:18]([CH2:21][C:22]([CH3:31])([NH:24]C(=O)C(F)(F)F)[CH3:23])=[CH:17][CH:16]=2)[CH:8]=[CH:9][C:10]=1[C:11](OC)=[O:12])([CH3:3])[CH3:2].[OH-].[Na+].[CH2:34]([OH:36])[CH3:35]>>[NH2:24][C:22]([CH3:23])([CH3:31])[CH2:21][C:18]1[CH:17]=[CH:16][C:15]([C:7]2[CH:8]=[CH:9][C:10]([C:11]([O:36][CH2:34][CH3:35])=[O:12])=[C:5]([S:4][CH:1]([CH3:3])[CH3:2])[CH:6]=2)=[CH:20][CH:19]=1 |f:1.2|. The reactants are Cl.C1(CC1)COC1=C(C=C(C=C1)C)C=1C2=C(N=CN1)C(=C(N2)C)C(=O)NC2CCNCC2 (4-[2-(cyclopropylmethoxy)-5-methylphenyl]-6-methyl-N-(piperidin-4-yl)-5H-pyrrolo[3,2-d]pyrimidine-7-carboxamide hydrochloride), C(C)(=O)OCC(=O)Cl (2-chloro-2-oxoethyl acetate). Yields the product C1(CC1)COC1=C(C=C(C=C1)C)C=1C2=C(N=CN1)C(=C(N2)C)C(=O)NC2CCN(CC2)C(CO)=O (4-[2-(Cyclopropylmethoxy)-5-methylphenyl]-N-[1-(hydroxyacetyl)piperidin-4-yl]-6-methyl-5H-pyrrolo[3,2-d]pyrimidine-7-carboxamide). Reaction SMILES: Cl.[CH:2]1([CH2:5][O:6][C:7]2[CH:12]=[CH:11][C:10]([CH3:13])=[CH:9][C:8]=2[C:14]2[C:15]3[NH:22][C:21]([CH3:23])=[C:20]([C:24]([NH:26][CH:27]4[CH2:32][CH2:31][NH:30][CH2:29][CH2:28]4)=[O:25])[C:16]=3[N:17]=[CH:18][N:19]=2)[CH2:4][CH2:3]1.C([O:36][CH2:37][C:38](Cl)=[O:39])(=O)C>>[CH:2]1([CH2:5][O:6][C:7]2[CH:12]=[CH:11][C:10]([CH3:13])=[CH:9][C:8]=2[C:14]2[C:15]3[NH:22][C:21]([CH3:23])=[C:20]([C:24]([NH:26][CH:27]4[CH2:28][CH2:29][N:30]([C:37](=[O:36])[CH2:38][OH:39])[CH2:31][CH2:32]4)=[O:25])[C:16]=3[N:17]=[CH:18][N:19]=2)[CH2:4][CH2:3]1 |f:0.1|. Procedure details: Starting from 4-[2-(cyclopropylmethoxy)-5-methylphenyl]-6-methyl-N-(piperidin-4-yl)-5H-pyrrolo[3,2-d]pyrimidine-7-carboxamide hydrochloride (example D.f28) and commercially available 2-chloro-2-oxoethyl acetate the title compound is obtained as colorless solid.